Dataset: the Open Reaction Database (ORD), a public repository of structured organic reaction records. Task: describe an organic reaction: reactants, conditions, products, and yield Reactants: COC(C=1C(C(=O)N)=CC=C(C1)F)=O (5-fluoro-phthalamic acid methyl ester), COC(N(C)C)OC (N,N-dimethylformamide dimethyl acetal). Yields the product COC(C=1C(C(=O)/N=C/N(C)C)=CC=C(C1)F)=O (N-[1-dimethylamino-meth-(E)-ylidene]-5-fluoro-phthalamic acid methyl ester). As a reaction SMILES: [CH3:1][O:2][C:3](=[O:14])[C:4]1[C:5](=[CH:9][CH:10]=[C:11]([F:13])[CH:12]=1)[C:6]([NH2:8])=[O:7].CO[CH:17](OC)[N:18]([CH3:20])[CH3:19]>>[CH3:1][O:2][C:3](=[O:14])[C:4]1[C:5](=[CH:9][CH:10]=[C:11]([F:13])[CH:12]=1)[C:6](/[N:8]=[CH:17]/[N:18]([CH3:20])[CH3:19])=[O:7]. Reported procedure: A solution of 5-fluoro-phthalamic acid methyl ester plus regioisomer (2.24 g, 11.36 mmol) in N,N-dimethylformamide dimethyl acetal (10 mL) is heated at 110° C. for 3 hours. The reaction mixture is allowed to cool to room temperature and is concentrated under reduced pressure to afford crude N-[1-dimethylamino-meth-(E)-ylidene]-5-fluoro-phthalamic acid methyl ester plus regioisomer (2.9 g). RXN SMILES: [CH3:16][C:17](=[O:18])[OH:19].[CH3:1][c:2]1[c:3]([N+:12]([O-:13])=[O:14])[cH:4][cH:5][c:6]([S:8][CH2:9][CH2:10][OH:11])[n:7]1.[Zn:15]>>[CH3:1][c:2]1[c:3]([NH2:12])[cH:4][cH:5][c:6]([S:8][CH2:9][CH2:10][OH:11])[n:7]1. Reactants: CC(=O)O, Cc1nc(SCCO)ccc1[N+](=O)[O-], [Zn]. Product: Cc1nc(SCCO)ccc1N.